This data is from the Open Reaction Database (ORD), a public repository of structured organic reaction records. The task is: describe an organic reaction: reactants, conditions, products, and yield Product: BrCC1=CC=C(C=C1)C(C(C)(C)C)=O (α-bromo-4-pivaloyl toluene). Starting materials: C(C(C)(C)C)(=O)C1=CC=C(C=C1)C (p-pivaloyl toluene), liquid, BrBr (bromine). Reaction SMILES: [C:1]([C:7]1[CH:12]=[CH:11][C:10]([CH3:13])=[CH:9][CH:8]=1)(=[O:6])[C:2]([CH3:5])([CH3:4])[CH3:3].[Br:14]Br>>[Br:14][CH2:13][C:10]1[CH:11]=[CH:12][C:7]([C:1](=[O:6])[C:2]([CH3:5])([CH3:4])[CH3:3])=[CH:8][CH:9]=1. Reaction conditions: temperature 150 celsius, time 10 minute. Procedure details: To a flask equipped with stirrer, thermometer, condenser, addition funnel and heating mantle, there is added 44.0 grams (0.25 mole) of p-pivaloyl toluene at a temperature of 150°C. There is then added dropwise, while maintaining the temperature at 150°C., 40 grams (0.25 mole) of liquid bromine over a period of 10 to 15 minutes. The mixture is then stirred for an additional 10 minutes again while maintaining the temperature at about 140° to 150°C. The resulting brown liquid is cooled and degassed... The reactants are CCO, CCOC(=O)COc1cccc2cnccc12. Yields the product O=C(O)COc1cccc2cnccc12. RXN SMILES: [CH3:18][CH2:19][OH:20].[cH:1]1[n:2][cH:3][cH:4][c:5]2[c:6]([O:11][CH2:12][C:13](=[O:14])[O:15][CH2:16][CH3:17])[cH:7][cH:8][cH:9][c:10]12>>[cH:1]1[n:2][cH:3][cH:4][c:5]2[c:6]([O:11][CH2:12][C:13](=[O:14])[OH:15])[cH:7][cH:8][cH:9][c:10]12. Reactants: COC(=O)C1OC(C)(C)OC1c1ccc(OC)cc1, Cl, [Na+], [OH-]. The product is COc1ccc(C2OC(C)(C)OC2C(=O)O)cc1. As a reaction SMILES: [CH3:1][O:2][c:3]1[cH:4][cH:5][c:6]([CH:9]2[CH:10]([C:16](=[O:17])[O:18][CH3:19])[O:11][C:12]([CH3:14])([CH3:15])[O:13]2)[cH:7][cH:8]1.[ClH:20].[Na+:22].[OH-:21]>>[CH3:1][O:2][c:3]1[cH:4][cH:5][c:6]([CH:9]2[CH:10]([C:16](=[O:17])[OH:18])[O:11][C:12]([CH3:14])([CH3:15])[O:13]2)[cH:7][cH:8]1. Reactants: N1C=NC=C1 (1H-imidazole), [H-].[Na+] (sodium hydride), ClC1=NC=NC=C1I (4-chloro-5-iodopyrimidine). The solvent is C1CCOC1 (THF), C1CCOC1 (THF). Conditions: time 15 minute. Yields the product N1(C=NC=C1)C1=NC=NC=C1I (4-(1H-Imidazol-1-yl)-5-iodopyrimidine). Isolated yield 52.0%. Reaction SMILES: [NH:1]1[CH:5]=[CH:4][N:3]=[CH:2]1.[H-].[Na+].Cl[C:9]1[C:14]([I:15])=[CH:13][N:12]=[CH:11][N:10]=1>C1COCC1>[N:1]1([C:9]2[C:14]([I:15])=[CH:13][N:12]=[CH:11][N:10]=2)[CH:5]=[CH:4][N:3]=[CH:2]1 |f:1.2|. Reported procedure: To a solution of 1H-imidazole (0.085 g, 1.248 mmol) in THF (Volume: 10 mL) was added sodium hydride (0.062 g, 1.560 mmol). After 15 minutes at room temperature, 4-chloro-5-iodopyrimidine (0.25 g, 1.040 mmol) was added as a solution in THF (5 mL). After 2 h at room temperature, the reaction was quenched with water. The reaction mixture was extracted with EtOAc (3×). The combined organics were dried over MgSO4, filtered and concentrated to give the title compound (0.155 g, 0.541 mmol, 52.1% yield)... The reactants are ClC1=CC=C(C(C(=O)O)=C1)S (5-chlorothiosalicylic acid), C(C)O (ethanol), ClCC(=O)C1=CC=CC=C1 (α-chloroacetophenone), [OH-].[Na+] (sodium hydroxide). Run in O (water). Product: C(C(=O)C1=CC=CC=C1)SC1=C(C(=O)O)C=C(C=C1)Cl (2-Phenacylthio-5-chlorobenzoic Acid). As a reaction SMILES: [Cl:1][C:2]1[CH:10]=[C:6]([C:7]([OH:9])=[O:8])[C:5]([SH:11])=[CH:4][CH:3]=1.Cl[CH2:13][C:14]([C:16]1[CH:21]=[CH:20][CH:19]=[CH:18][CH:17]=1)=[O:15].[OH-].[Na+].C(O)C>O>[CH2:13]([S:11][C:5]1[CH:4]=[CH:3][C:2]([Cl:1])=[CH:10][C:6]=1[C:7]([OH:9])=[O:8])[C:14]([C:16]1[CH:21]=[CH:20][CH:19]=[CH:18][CH:17]=1)=[O:15] |f:2.3|. Procedure details: A solution of 18.9 g. (0.1 mole) of 5-chlorothiosalicylic acid, 15.4 g. (0.1 mole) of α-chloroacetophenone and 8 g. (0.2 mole) of sodium hydroxide in 200 ml. of ethanol containing 45 ml. of water is heated to reflux for 2 hours. After removing one-fourth the alcohol under reduced pressure, the mixture is acidified with hydrochloric acid and the resulting precipitated product filtered, 5.0 g., m.p. 154°-156° C. The analytical sample has a melting point of 156°-157.5° C. Starting materials: C1CCOC1, Cc1ccccc1, O=C=NC(=O)Cc1ccc(F)cc1, CCc1c(Oc2ccc(N)cc2F)ccnc1NC(=O)OC(C)(C)C. Product: CCc1c(Oc2ccc(NC(=O)NC(=O)Cc3ccc(F)cc3)cc2F)ccnc1NC(=O)OC(C)(C)C. As a reaction SMILES: [CH2:46]1[O:47][CH2:48][CH2:49][CH2:50]1.[CH3:39][c:40]1[cH:41][cH:42][cH:43][cH:44][cH:45]1.[F:26][c:27]1[cH:28][cH:29][c:30]([CH2:33][C:34](=[O:35])[N:36]=[C:37]=[O:38])[cH:31][cH:32]1.[NH2:1][c:2]1[cH:3][c:4]([F:25])[c:5]([O:6][c:7]2[c:8]([CH2:21][CH3:22])[c:9]([NH:13][C:14]([O:15][C:16]([CH3:17])([CH3:18])[CH3:19])=[O:20])[n:10][cH:11][cH:12]2)[cH:23][cH:24]1>>[NH:1]([c:2]1[cH:3][c:4]([F:25])[c:5]([O:6][c:7]2[c:8]([CH2:21][CH3:22])[c:9]([NH:13][C:14]([O:15][C:16]([CH3:17])([CH3:18])[CH3:19])=[O:20])[n:10][cH:11][cH:12]2)[cH:23][cH:24]1)[C:37]([NH:36][C:34]([CH2:33][c:30]1[cH:29][cH:28][c:27]([F:26])[cH:32][cH:31]1)=[O:35])=[O:38]. Yields the product FC1=CC=C(C=C1)C=1N=C(SC1C1=CC=C(C=C1)S(=O)(=O)C)NCCCCCC (4-(4-fluorophenyl)-2-n-hexylamino-5-(4-methylsulfonylphenyl)thiazole). Procedure details: To a solution of 2-bromo-1-(4-fluorophenyl)-2-(4-methylsulfonylphenyl)ethanone (Example 26, Step 2) (0.503 g, 1.35 mmol) in ethanol (10 mL) in a 25 mL round bottom flask was added N-hexylthiourea (0.239, 1.49 mmol). The solution was heated to reflux for 14 hours and the reaction was cooled to room temperature. The resulting suspension was concentrated in vacuo, suspended in methylene chloride (100 mL) and washed with NaHCO3 saturated solution (3×10 mL), dried over sodium sulfate, filtered and co... RXN SMILES: Br[CH:2]([C:12]1[CH:17]=[CH:16][C:15]([S:18]([CH3:21])(=[O:20])=[O:19])=[CH:14][CH:13]=1)[C:3]([C:5]1[CH:10]=[CH:9][C:8]([F:11])=[CH:7][CH:6]=1)=O.[CH2:22]([NH:28][C:29]([NH2:31])=[S:30])[CH2:23][CH2:24][CH2:25][CH2:26][CH3:27]>C(O)C>[F:11][C:8]1[CH:9]=[CH:10][C:5]([C:3]2[N:31]=[C:29]([NH:28][CH2:22][CH2:23][CH2:24][CH2:25][CH2:26][CH3:27])[S:30][C:2]=2[C:12]2[CH:17]=[CH:16][C:15]([S:18]([CH3:21])(=[O:20])=[O:19])=[CH:14][CH:13]=2)=[CH:6][CH:7]=1. The yield is 71.9%. Solvent: C(C)O (ethanol). Starting materials: BrC(C(=O)C1=CC=C(C=C1)F)C1=CC=C(C=C1)S(=O)(=O)C (2-bromo-1-(4-fluorophenyl)-2-(4-methylsulfonylphenyl) ethanone), C(CCCCC)NC(=S)N (N-hexylthiourea). The reactants are C1CCOC1, Cl, CCOC(=O)CN1C(=O)C(C)(C)C(O)CC1c1cc(F)cc(F)c1, O. Yields the product CC1(C)C(=O)N(CC(=O)O)C(c2cc(F)cc(F)c2)CC1O. As a reaction SMILES: [CH2:26]1[O:27][CH2:28][CH2:29][CH2:30]1.[ClH:25].[F:1][c:2]1[cH:3][c:4]([CH:9]2[CH2:10][CH:11]([OH:24])[C:12]([CH3:22])([CH3:23])[C:13](=[O:21])[N:14]2[CH2:15][C:16](=[O:17])[O:18][CH2:19][CH3:20])[cH:5][c:6]([F:8])[cH:7]1.[OH2:31]>>[F:1][c:2]1[cH:3][c:4]([CH:9]2[CH2:10][CH:11]([OH:24])[C:12]([CH3:22])([CH3:23])[C:13](=[O:21])[N:14]2[CH2:15][C:16](=[O:17])[OH:18])[cH:5][c:6]([F:8])[cH:7]1. Starting materials: COC(=O)c1scc(Br)c1OC, CO, [K+], [OH-], O. The product is COc1c(Br)csc1C(=O)O. RXN SMILES: [Br:1][c:2]1[c:3]([O:11][CH3:12])[c:4]([C:7](=[O:8])[O:9][CH3:10])[s:5][cH:6]1.[CH3:15][OH:16].[K+:14].[OH-:13].[OH2:17]>>[Br:1][c:2]1[c:3]([O:11][CH3:12])[c:4]([C:7](=[O:8])[OH:9])[s:5][cH:6]1.